From a dataset of the Open Reaction Database (ORD), a public repository of structured organic reaction records. describe an organic reaction: reactants, conditions, products, and yield The reactants are FC=1C=C(C(=C2C(CC(S(C12)(=O)=O)C)OC)C)C(=O)O (8-fluoro-4-methoxy-2,5-dimethylthiochroman-6-carboxylic acid-1,1-dioxide), C(C)N1N=CC=C1O (1-ethyl-5-hydroxypyrazole), C1(CCCCC1)N=C=NC1CCCCC1 (DCC), C(C)(C)(CC)O (tert-amyl alcohol), C([O-])([O-])=O.[K+].[K+] (potassium carbonate). Reaction conditions: time 30 minute. The product is FC=1C=C(C(=C2C(CC(S(C12)(=O)=O)C)OC)C)C(=O)C=1C=NN(C1O)CC (8-fluoro-4-methoxy-2,5-dimethyl-6-(1-ethyl-5-hydroxypyrazol-4-yl)carbonylthiochroman-1,1-dioxide). Isolated yield 76.8%. RXN SMILES: [F:1][C:2]1[CH:3]=[C:4]([C:18]([OH:20])=O)[C:5]([CH3:17])=[C:6]2[C:11]=1[S:10](=[O:13])(=[O:12])[CH:9]([CH3:14])[CH2:8][CH:7]2[O:15][CH3:16].[CH2:21]([N:23]1[C:27]([OH:28])=[CH:26][CH:25]=[N:24]1)[CH3:22].C1(N=C=NC2CCCCC2)CCCCC1.C(O)(CC)(C)C.C(=O)([O-])[O-].[K+].[K+]>>[F:1][C:2]1[CH:3]=[C:4]([C:18]([C:26]2[CH:25]=[N:24][N:23]([CH2:21][CH3:22])[C:27]=2[OH:28])=[O:20])[C:5]([CH3:17])=[C:6]2[C:11]=1[S:10](=[O:12])(=[O:13])[CH:9]([CH3:14])[CH2:8][CH:7]2[O:15][CH3:16] |f:4.5.6|. Procedure details: In a 50-ml flask, 0.70 g (0.0023 mol) of 8-fluoro-4-methoxy-2,5-dimethylthiochroman-6-carboxylic acid-1,1-dioxide, 0.28 g (0.0025 mol) of 1-ethyl-5-hydroxypyrazole and 0.52 g (0. 0025 mol) of DCC (N,N'-dicyclohexylcarbodiimide) were added to 5 ml of tert-amyl alcohol at the same time, and the mixture was stirred at room temperature for 30 minutes. Then, 0.17 g (0.00125 mol) of anhydrous potassium carbonate was added. The reaction mixture was allowed to react at 80° C. for 8 hours, and then the r... Reactants: Cc1cccc(N)n1, CC(=O)OC(C)=O, O=CO, C1CCOC1. As a reaction SMILES: [CH3:11][c:12]1[cH:13][cH:14][cH:15][c:16]([NH2:18])[n:17]1.[CH3:4][C:5]([O:6][C:7](=[O:8])[CH3:9])=[O:10].[CH:1](=[O:2])[OH:3].[O:19]1[CH2:20][CH2:21][CH2:22][CH2:23]1>>[CH:1](=[O:3])[NH:18][c:16]1[cH:15][cH:14][cH:13][c:12]([CH3:11])[n:17]1. Product: Cc1cccc(NC=O)n1. The reactants are C(C)OC(=O)C1=CC(=CC(=N1)CN1CCN(CCN(CC1)CC1=NC(=CC(=C1)C1=C(C=C(C=C1OC)OC)OC)C(=O)OCC)CC1=CC(=CC(=N1)C(=O)OCC)C1=C(C=C(C=C1OC)OC)OC)C1=C(C=C(C=C1OC)OC)OC (ethyl 6-((4,7-bis((6-(ethoxycarbonyl)-4-(2,4,6-trimethoxyphenyl)-pyridin-2-yl)methyl)-1,4,7-triazonan-1-yl)methyl)-4-(2,4,6-trimethoxyphenyl)-pyridine-2-carboxylate), [Cl-].[Tb+3].[Cl-].[Cl-] (terbium chloride). The product is [Tb+3].C(=O)(O)C1=CC(=CC(=N1)CN1CCN(CCN(CC1)CC1=NC(=CC(=C1)C1=C(C=C(C=C1OC)OC)OC)C(=O)O)CC1=CC(=CC(=N1)C(=O)O)C1=C(C=C(C=C1OC)OC)OC)C1=C(C=C(C=C1OC)OC)OC (6-((4,7-bis((6-carboxy-4-(2,4,6-trimethoxyphenyl)pyridin-2-yl)methyl)-1,4,7-triazonan-1-yl)methyl)-4-(2,4,6-trimethoxyphenyl)pyridine-2-carboxylic acid terbium(III)). RXN SMILES: C([O:3][C:4]([C:6]1[N:11]=[C:10]([CH2:12][N:13]2[CH2:21][CH2:20][N:19]([CH2:22][C:23]3[CH:28]=[C:27]([C:29]4[C:34]([O:35][CH3:36])=[CH:33][C:32]([O:37][CH3:38])=[CH:31][C:30]=4[O:39][CH3:40])[CH:26]=[C:25]([C:41]([O:43]CC)=[O:42])[N:24]=3)[CH2:18][CH2:17][N:16]([CH2:46][C:47]3[N:52]=[C:51]([C:53]([O:55]CC)=[O:54])[CH:50]=[C:49]([C:58]4[C:63]([O:64][CH3:65])=[CH:62][C:61]([O:66][CH3:67])=[CH:60][C:59]=4[O:68][CH3:69])[CH:48]=3)[CH2:15][CH2:14]2)[CH:9]=[C:8]([C:70]2[C:75]([O:76][CH3:77])=[CH:74][C:73]([O:78][CH3:79])=[CH:72][C:71]=2[O:80][CH3:81])[CH:7]=1)=[O:5])C.[Cl-].[Tb+3:83].[Cl-].[Cl-]>>[Tb+3:83].[C:41]([C:25]1[N:24]=[C:23]([CH2:22][N:19]2[CH2:18][CH2:17][N:16]([CH2:46][C:47]3[CH:48]=[C:49]([C:58]4[C:63]([O:64][CH3:65])=[CH:62][C:61]([O:66][CH3:67])=[CH:60][C:59]=4[O:68][CH3:69])[CH:50]=[C:51]([C:53]([OH:55])=[O:54])[N:52]=3)[CH2:15][CH2:14][N:13]([CH2:12][C:10]3[N:11]=[C:6]([C:4]([OH:5])=[O:3])[CH:7]=[C:8]([C:70]4[C:71]([O:80][CH3:81])=[CH:72][C:73]([O:78][CH3:79])=[CH:74][C:75]=4[O:76][CH3:77])[CH:9]=3)[CH2:21][CH2:20]2)[CH:28]=[C:27]([C:29]2[C:30]([O:39][CH3:40])=[CH:31][C:32]([O:37][CH3:38])=[CH:33][C:34]=2[O:35][CH3:36])[CH:26]=1)([OH:43])=[O:42] |f:1.2.3.4,5.6|. Procedure details: Deprotection of compound 21 followed by treatment with terbium chloride as described in Example 20 yielded the title compound. Product: ClC1=CC=C(C=C1)C(C=C=CC(=O)O)(C)C (5-(p-chlorophenyl)-5-methyl-hexa-2,3-dienoic acid). RXN SMILES: [Cl:1][C:2]1[CH:7]=[CH:6][C:5]([C:8]([CH3:18])([CH3:17])[CH2:9][C:10]#[C:11][C:12]([O:14]CC)=[O:13])=[CH:4][CH:3]=1.[OH-].[Na+]>C(O)C>[Cl:1][C:2]1[CH:3]=[CH:4][C:5]([C:8]([CH3:18])([CH3:17])[CH:9]=[C:10]=[CH:11][C:12]([OH:14])=[O:13])=[CH:6][CH:7]=1 |f:1.2|. The reactants are ClC1=CC=C(C=C1)C(CC#CC(=O)OCC)(C)C (ethyl 5-(p-chlorophenyl)-5-methyl-2-hexynoate), [OH-].[Na+] (sodium hydroxide). Reported procedure: 16 g of the product of Step B is dissolved in a minimum amount of ethanol and the solution added to 96 ml of 20% aqueous sodium hydroxide. Under a nitrogen atmosphere, the mixture is heated to 110° for 6 hours while permitting most of the ethanol to distill off. After cooling, the mixture is acidified to PH2 with conc. hydrochloric acid, the title product recovered by filtration, and refined by crystallization from petroleum ether, m.p. 64° - 67°. Solvent: C(C)O (ethanol), C(C)O (ethanol).